Dataset: the Open Reaction Database (ORD), a public repository of structured organic reaction records. Task: describe an organic reaction: reactants, conditions, products, and yield Reactants: C(C1=CC=CC=C1)OC([C@H]1N(CCC1)C([C@@H](NS(=O)(=O)C1=CC=C(C)C=C1)CC1=CNC=N1)=O)=O (tosyl-L-histidyl-L-proline benzyl ester). Reagents/catalysts: [C].[Pd] (palladium-carbon). Solvent: CO (methanol), C(C)(=O)OCC (ethyl acetate). Yields the product S(=O)(=O)(C1=CC=C(C)C=C1)N[C@@H](CC1=CNC=N1)C(=O)N1[C@H](C(=O)O)CCC1 (tosyl-L-histidyl-L-proline). RXN SMILES: C([O:8][C:9](=[O:35])[C@@H:10]1[CH2:14][CH2:13][CH2:12][N:11]1[C:15](=[O:34])[C@H:16]([CH2:28][C:29]1[N:33]=[CH:32][NH:31][CH:30]=1)[NH:17][S:18]([C:21]1[CH:27]=[CH:26][C:24]([CH3:25])=[CH:23][CH:22]=1)(=[O:20])=[O:19])C1C=CC=CC=1>CO.C(OCC)(=O)C.[C].[Pd]>[S:18]([NH:17][C@H:16]([C:15]([N:11]1[CH2:12][CH2:13][CH2:14][C@H:10]1[C:9]([OH:35])=[O:8])=[O:34])[CH2:28][C:29]1[N:33]=[CH:32][NH:31][CH:30]=1)([C:21]1[CH:22]=[CH:23][C:24]([CH3:25])=[CH:26][CH:27]=1)(=[O:19])=[O:20] |f:3.4|. Reported procedure: In 150 ml of methanol was dissolved 13.5 g of compound (49) and the compound was catalytically reduced for 5 hours in the presence of 10% palladium-carbon. The catalyst was filtered off and the filtrate was concentrated under reduced pressure. The residue thus formed was dissolved in ethyl acetate and extracted thrice each time with an aqueous sodium hydrogen carbonate solution. The extracts were combined with each other and washed once with ethyl acetate. After acidifying the aqueous layer with...